From a dataset of the Open Reaction Database (ORD), a public repository of structured organic reaction records. describe an organic reaction: reactants, conditions, products, and yield The reactants are CN1C=2C=CC(=CC2N=C1CCCC(=O)O)N(CCCl)CCCl.Cl (Bendamustine HCl), C(C)(C)O (iso-propanol), Cl (Hydrochloric acid), C([O-])(O)=O.[K+] (potassium bicarbonate). The solvent is O (water), O (H2O). The product is CC(C)OC(=O)CCCC1=NC2=C(N1C)C=CC(=C2)N(CCCl)CCCl (Bendamustine Isopropyl Ester). RXN SMILES: [CH3:1][N:2]1[C:10]([CH2:11][CH2:12][CH2:13][C:14]([OH:16])=[O:15])=[N:9][C:8]2[CH:7]=[C:6]([N:17]([CH2:21][CH2:22][Cl:23])[CH2:18][CH2:19][Cl:20])[CH:5]=[CH:4][C:3]1=2.Cl.Cl.C(=O)(O)[O-].[K+].[CH:31](O)([CH3:33])[CH3:32]>O>[CH3:32][CH:31]([O:15][C:14]([CH2:13][CH2:12][CH2:11][C:10]1[N:2]([CH3:1])[C:3]2[CH:4]=[CH:5][C:6]([N:17]([CH2:18][CH2:19][Cl:20])[CH2:21][CH2:22][Cl:23])=[CH:7][C:8]=2[N:9]=1)=[O:16])[CH3:33] |f:0.1,3.4|. Reported procedure: Bendamustine HCl×H2O (1 g, 2.83 mmol) was suspended iso-propanol (5 mL). Hydrochloric acid (0.3 mL; 8N in iso-propanol) was added and the stirred mixture was heated to reflux temperature for 5 h. After that the product solution was added to potassium bicarbonate (0.6 g) in RO-water (50 mL); final pH value was between 7 and 8. An oil forms. The emulsion was extracted twice with ethyl acetate (30+20 mL), the combined organic extracts were dried over sodium sulphate and concentrated under reduced p...